Task: describe an organic reaction: reactants, conditions, products, and yield. Dataset: the Open Reaction Database (ORD), a public repository of structured organic reaction records The reactants are FC=1C(=NC(=NC1)NC1=CC=C(C=C1)O)NC=1C=C(C=CC1)NC(C=C)=O (N-(3-((5-fluoro-2-((4-hydroxyphenyl)amino)pyrimidin-4-yl)amino)phenyl)acrylamide), C[N+]1(CCOCC1)[O-] (NMO), OSO4, C1CCOC1 (THF), C(C)(=O)OCC (ethyl acetate). The solvent is O (water). Run at time 4 hour. Product: FC=1C(=NC(=NC1)NC1=CC=C(C=C1)O)NC=1C=C(C=CC1)NC(C(CO)O)=O (N-(3-((5-fluoro-2-((4-hydroxyphenyl)amino)pyrimidin-4-yl)amino)phenyl)-2,3-dihydroxypropanamide). As a reaction SMILES: [F:1][C:2]1[C:3]([NH:16][C:17]2[CH:18]=[C:19](NC(=O)C=C)C=C[CH:22]=2)=[N:4][C:5]([NH:8][C:9]2[CH:14]=[CH:13][C:12]([OH:15])=[CH:11][CH:10]=2)=[N:6][CH:7]=1.C[N+:29]1([O-])[CH2:34][CH2:33][O:32][CH2:31][CH2:30]1.[C:36](OCC)(=[O:38])C.C1C[O:45]CC1>O>[F:1][C:2]1[C:3]([NH:16][C:17]2[CH:22]=[C:34]([NH:29][C:30](=[O:45])[CH:31]([OH:32])[CH2:36][OH:38])[CH:33]=[CH:19][CH:18]=2)=[N:4][C:5]([NH:8][C:9]2[CH:10]=[CH:11][C:12]([OH:15])=[CH:13][CH:14]=2)=[N:6][CH:7]=1. Procedure: Into a 25 mL 3-neck RBF equipped with a calcium chloride guard tube, N-(3-((5-fluoro-2-((4-hydroxyphenyl)amino)pyrimidin-4-yl)amino)phenyl)acrylamide (I-3) (0.100 g), in THF (4 mL), NMO (0.032 g) and OSO4(4% in water) solution were charged at room temperature The reaction mixture was stirred at room temperature for approx. 4 h. The reaction was monitored on TLC using ethyl acetate (100%) as mobile phase. After completion, the reaction mixture was poured in water and extracted into ethyl acetate....